This data is from the Open Reaction Database (ORD), a public repository of structured organic reaction records. The task is: describe an organic reaction: reactants, conditions, products, and yield Reactants: CS(=O)(=O)Cl (methanesulfonyl chloride), BrC=1C=C(C=NC1)O (5-bromo-pyridin-3-ol), C([O-])([O-])=O.[K+].[K+] (potassium carbonate), CS(=O)(=O)Cl (Methanesulfonyl chloride). Run in CC(=O)C (acetone). Reaction conditions: time 2 hour. Product: BrC=1C=C(C=NC1)OS(=O)(=O)C (methanesulfonic acid 5-bromo-pyridin-3-yl ester). As a reaction SMILES: [Br:1][C:2]1[CH:3]=[C:4]([OH:8])[CH:5]=[N:6][CH:7]=1.C(=O)([O-])[O-].[K+].[K+].[CH3:15][S:16](Cl)(=[O:18])=[O:17]>CC(C)=O>[Br:1][C:2]1[CH:3]=[C:4]([O:8][S:16]([CH3:15])(=[O:18])=[O:17])[CH:5]=[N:6][CH:7]=1 |f:1.2.3|. Procedure: A flask is charged with 5-bromo-pyridin-3-ol (0.200 g, 1.126 mmol), potassium carbonate (0.212 g, 1.487 mmol) and acetone (3 mL). Methanesulfonyl chloride (0.143 g, 1.239 mmol) is then added dropwise. After 2 h, an other portion of methanesulfonyl chloride (0.071 g, 0.61 mmol) is added. After overnight stirring, the suspension is concentrated, diluted with ethyl acetate and filtered through a pad of silica gel. The filtrate is concentrated in vacuo to give a residue, which is purified by silica ... RXN SMILES: [Si:1]([O:18][CH2:19][C:20]1[C:21]([N:36]2[CH2:41][C@H:40]([CH3:42])[O:39][C@H:38]([CH3:43])[CH2:37]2)=[C:22]([F:35])[C:23]([F:34])=[C:24]([CH:26]([C:28]2[N:32]([CH3:33])[CH:31]=[N:30][CH:29]=2)[OH:27])[CH:25]=1)([C:14]([CH3:17])([CH3:16])[CH3:15])([C:8]1[CH:13]=[CH:12][CH:11]=[CH:10][CH:9]=1)[C:2]1[CH:7]=[CH:6][CH:5]=[CH:4][CH:3]=1>C(Cl)Cl.O=[Mn]=O>[Si:1]([O:18][CH2:19][C:20]1[C:21]([N:36]2[CH2:37][C@H:38]([CH3:43])[O:39][C@H:40]([CH3:42])[CH2:41]2)=[C:22]([F:35])[C:23]([F:34])=[C:24]([C:26]([C:28]2[N:32]([CH3:33])[CH:31]=[N:30][CH:29]=2)=[O:27])[CH:25]=1)([C:14]([CH3:15])([CH3:16])[CH3:17])([C:2]1[CH:7]=[CH:6][CH:5]=[CH:4][CH:3]=1)[C:8]1[CH:9]=[CH:10][CH:11]=[CH:12][CH:13]=1. Conditions: time 1 hour. The reagents and catalysts are O=[Mn]=O (MnO2). Starting materials: [Si](C1=CC=CC=C1)(C1=CC=CC=C1)(C(C)(C)C)OCC=1C(=C(C(=C(C1)C(O)C1=CN=CN1C)F)F)N1C[C@H](O[C@H](C1)C)C ({5-({[tert-butyl(diphenyl)silyl]oxy}methyl)-4-[(2R,6S)-2,6-dimethylmorpholin-4-yl]-2,3-difluorophenyl}(1-methyl-1H-imidazol-5-yl)methanol), [Si](C1=CC=CC=C1)(C1=CC=CC=C1)(C(C)(C)C)OCC=1C(=C(C(=C(C1)C(O)C1=CN=CN1C)F)F)N1C[C@H](O[C@H](C1)C)C ({5-({[tert-butyl(diphenyl)silyl]oxy}methyl)-4-[(2R,6S)-2,6-dimethylmorpholin-4-yl]-2,3-difluorophenyl}(1-methyl-1H-imidazol-5-yl)methanol). The product is [Si](C1=CC=CC=C1)(C1=CC=CC=C1)(C(C)(C)C)OCC=1C(=C(C(=C(C1)C(=O)C1=CN=CN1C)F)F)N1C[C@H](O[C@H](C1)C)C ({5-({[tert-butyl(diphenyl)silyl]oxy}methyl)-4-[(2R,6S)-2,6-dimethylmorpholin-4-yl]-2,3-difluorophenyl}(1-methyl-1H-imidazol-5-yl)methanone). The solvent is C(Cl)Cl (DCM). Reported procedure: To the solution of {5-({[tert-butyl(diphenyl)silyl]oxy}methyl)-4-[(2R,6S)-2,6-dimethylmorpholin-4-yl]-2,3-difluorophenyl}(1-methyl-1H-imidazol-5-yl)methanol (Intermediate 69, 50 mg, 0.08 mmol) in anhydrous DCM (5 mL), MnO2 (143 mg, 1.65 mmol) was added at 0° C. and allowed to stir for 1 hour at room temperature. The reaction mixture was filtered and the solvents were removed under vacuum and the residue was purified over silica gel chromatography column using ethyl acetate-pet. ether gradient to... Starting materials: CNC[C@H](O)[C@@H](O)[C@H](O)[C@H](O)CO (N-Methyl-D-glucamine), C(=S)=S (carbon disulfide). Yields the product C(N)(S)=S.CNC[C@H](O)[C@@H](O)[C@H](O)[C@H](O)CO (N-Methyl-D-glucamine dithiocarbamate). Reaction SMILES: [CH3:1][NH:2][CH2:3][C@@H:4]([C@H:6]([C@@H:8]([C@@H:10]([CH2:12][OH:13])[OH:11])[OH:9])[OH:7])[OH:5].[C:14](=[S:16])=[S:15]>>[C:14](=[S:16])([SH:15])[NH2:2].[CH3:1][NH:2][CH2:3][C@@H:4]([C@H:6]([C@@H:8]([C@@H:10]([CH2:12][OH:13])[OH:11])[OH:9])[OH:7])[OH:5] |f:2.3|. Reported procedure: N-Methyl-D-glucamine and carbon disulfide were obtained from Aldrich (Milwaukee, Wis.). N-Methyl-D-glucamine dithiocarbamate (MGD) was synthesized by following the method of Shinobu et al. (Acta Pharmacol. Toxicol. 54:189-194 (1984)). Starting materials: NC1=NC(=C(C(=C1C#N)C1CCC(CC1)O[Si](C)(C)C(C)(C)C)C#N)S (2-Amino-4-(4-{[tert-butyl(dimethyl)silyl]oxy}cyclohexyl)-6-mercaptopyridine-3,5-dicarbonitrile), Cl.[Cl-] (chloride hydrochloride), C([O-])(O)=O.[Na+] (sodium bicarbonate). Solvent: CN(C)C=O (DMF). Conditions: time 20 hour. The product is NC1=NC(=C(C(=C1C#N)[C@@H]1CC[C@@H](CC1)O[Si](C)(C)C(C)(C)C)C#N)SCC=1C=NC=CC1 (2-Amino-4-(cis-4-{[tert-butyl(dimethyl)silyl]oxy}cyclohexyl)-6-[(pyridin-3-ylmethyl)thio]-pyridine-3,5-dicarbonitrile). RXN SMILES: [NH2:1][C:2]1[C:7]([C:8]#[N:9])=[C:6]([CH:10]2[CH2:15][CH2:14][CH:13]([O:16][Si:17]([C:20]([CH3:23])([CH3:22])[CH3:21])([CH3:19])[CH3:18])[CH2:12][CH2:11]2)[C:5]([C:24]#[N:25])=[C:4]([SH:26])[N:3]=1.Cl.[Cl-].C(=O)(O)[O-].[Na+]>CN(C=O)C>[NH2:1][C:2]1[C:7]([C:8]#[N:9])=[C:6]([C@H:10]2[CH2:11][CH2:12][C@@H:13]([O:16][Si:17]([C:20]([CH3:22])([CH3:23])[CH3:21])([CH3:18])[CH3:19])[CH2:14][CH2:15]2)[C:5]([C:24]#[N:25])=[C:4]([S:26][CH2:8][C:7]2[CH:2]=[N:3][CH:4]=[CH:5][CH:6]=2)[N:3]=1 |f:1.2,3.4|. Reported procedure: 97 mg (0.23 mmol) of the compound from Example 12A (cis isomer), 46 mg (0.28 mmol) of 3-pyridinemethyl chloride hydrochloride and 78 mg (0.93 mmol) of sodium bicarbonate are initially charged in 2 ml of dry DMF and stirred at RT for 20 h. The mixture is then filtered and the filtrate is directly purified by preparative HPLC (column: YMC GEL ODS-AQ S-5/15 μm; mobile phase gradient: acetonitrile/water 10:90→95:5). Starting materials: BrC=1C=C2C(=NC1)N(C(=N2)C2=C(C=CC=C2)SCC)C (6-bromo-2-(2-ethylsulfanyl-phenyl)-3-methyl-3H-imidazo[4,5-b]pyridine), C(CCC)[Li] (n-butyllithium), [Cl-].[NH4+] (ammonium chloride), FC(C(=O)OC)(F)F (methyl trifluoroacetate). Reaction conditions: temperature -78 celsius, time 30 minute. Run in C1CCOC1 (THF). Reaction SMILES: Br[C:2]1[CH:3]=[C:4]2[N:10]=[C:9]([C:11]3[CH:16]=[CH:15][CH:14]=[CH:13][C:12]=3[S:17][CH2:18][CH3:19])[N:8]([CH3:20])[C:5]2=[N:6][CH:7]=1.C([Li])CCC.[F:26][C:27]([F:33])([F:32])[C:28](OC)=[O:29].[Cl-].[NH4+]>C1COCC1>[CH2:18]([S:17][C:12]1[CH:13]=[CH:14][CH:15]=[CH:16][C:11]=1[C:9]1[N:8]([CH3:20])[C:5]2=[N:6][CH:7]=[C:2]([C:28](=[O:29])[C:27]([F:33])([F:32])[F:26])[CH:3]=[C:4]2[N:10]=1)[CH3:19] |f:3.4|. Yields the product C(C)SC1=C(C=CC=C1)C1=NC=2C(=NC=C(C2)C(C(F)(F)F)=O)N1C (1-[2-(2-ethylsulfanyl-phenyl)-3-methyl-3H-imidazo[4,5-b]pyridin-6-yl]-2,2,2-trifluoro-ethanone). Procedure details: To a mixture of 6-bromo-2-(2-ethylsulfanyl-phenyl)-3-methyl-3H-imidazo[4,5-b]pyridine (1 g) and THF (20 ml), n-butyllithium (1.5 M in hexane, 2.1 ml) was added dropwise at −78° C. The mixture was stirred at −78° C. for 30 minutes, and then methyl trifluoroacetate (577 μl) was added dropwise. The mixture was heated to room temperature, and then saturated aqueous ammonium chloride solution was poured, and extracted with ethyl acetate. The combined organic layer was dried over sodium sulfate, and c...